Task: describe an organic reaction: reactants, conditions, products, and yield. Dataset: the Open Reaction Database (ORD), a public repository of structured organic reaction records Procedure: (2S,3R)-Methyl 3-(1-cyano-4-hydroxy-7-phenoxyisoquinoline-3-carboxamido)-2-hydroxy-4-phenylbutanoate (4 mg, 0.01 mmol) was dissolved in MeOH (2 mL) and 2 N NaOH (2 mL). After stirring for 6 hours at room temperature, H2O (15 mL) and EtOAc (15 mL) were added. To the stirred mixture was added 1 N hydrochloric acid until pH was 1. The layers were separated and the aqueous layer was extracted twice with EtOAc. The combined organic layers were dried over MgSO4, concentrated, and purified by flash chr... The reactants are Cl (hydrochloric acid), O (H2O), CCOC(=O)C (EtOAc), C(#N)C1=NC(=C(C2=CC=C(C=C12)OC1=CC=CC=C1)O)C(=O)N[C@@H]([C@@H](C(=O)OC)O)CC1=CC=CC=C1 ((2S,3R)-Methyl 3-(1-cyano-4-hydroxy-7-phenoxyisoquinoline-3-carboxamido)-2-hydroxy-4-phenylbutanoate). Reaction SMILES: [C:1]([C:3]1[C:12]2[C:7](=[CH:8][CH:9]=[C:10]([O:13][C:14]3[CH:19]=[CH:18][CH:17]=[CH:16][CH:15]=3)[CH:11]=2)[C:6]([OH:20])=[C:5]([C:21]([NH:23][C@H:24]([CH2:31][C:32]2[CH:37]=[CH:36][CH:35]=[CH:34][CH:33]=2)[C@H:25]([OH:30])[C:26]([O:28]C)=[O:27])=[O:22])[N:4]=1)#[N:2].O.CCOC(C)=O.Cl>CO.[OH-].[Na+]>[C:1]([C:3]1[C:12]2[C:7](=[CH:8][CH:9]=[C:10]([O:13][C:14]3[CH:15]=[CH:16][CH:17]=[CH:18][CH:19]=3)[CH:11]=2)[C:6]([OH:20])=[C:5]([C:21]([NH:23][C@H:24]([CH2:31][C:32]2[CH:37]=[CH:36][CH:35]=[CH:34][CH:33]=2)[C@H:25]([OH:30])[C:26]([OH:28])=[O:27])=[O:22])[N:4]=1)#[N:2] |f:5.6|. Product: C(#N)C1=NC(=C(C2=CC=C(C=C12)OC1=CC=CC=C1)O)C(=O)N[C@@H]([C@@H](C(=O)O)O)CC1=CC=CC=C1 ((2S,3R)-3-(1-Cyano-4-hydroxy-7-phenoxyisoquinoline-3-carboxamido)-2-hydroxy-4-phenylbutanoic acid). The solvent is CO (MeOH), [OH-].[Na+] (NaOH). Reaction conditions: time 6 hour. The reactants are [BH4-], CON=C1CC(CO[Si](C)(C)C(C)(C)C)C1CO[Si](C)(C)C(C)(C)C, [Na+], C1CCOC1, O, O=C(O)C(F)(F)F. The product is CC(C)(C)[Si](C)(C)OCC1CC(N)C1CO[Si](C)(C)C(C)(C)C. RXN SMILES: [BH4-:1].[CH3:11][O:12][N:13]=[C:14]1[CH:15]([CH2:27][O:28][Si:29]([CH3:30])([CH3:31])[C:32]([CH3:33])([CH3:34])[CH3:35])[CH:16]([CH2:18][O:19][Si:20]([CH3:21])([CH3:22])[C:23]([CH3:24])([CH3:25])[CH3:26])[CH2:17]1.[Na+:2].[O:36]1[CH2:37][CH2:38][CH2:39][CH2:40]1.[OH2:10].[OH:3][C:4]([C:5]([F:6])([F:7])[F:8])=[O:9]>>[NH2:13][CH:14]1[CH:15]([CH2:27][O:28][Si:29]([CH3:30])([CH3:31])[C:32]([CH3:33])([CH3:34])[CH3:35])[CH:16]([CH2:18][O:19][Si:20]([CH3:21])([CH3:22])[C:23]([CH3:24])([CH3:25])[CH3:26])[CH2:17]1. Reactants: [Al+3], CC(=O)NCC1(N2CCCCC2)CCCCC1, [H-], [H-], [H-], [H-], [Li+], C1CCOC1, O. Product: CCNCC1(N2CCCCC2)CCCCC1. RXN SMILES: [Al+3:19].[C:1]([CH3:2])(=[O:3])[NH:4][CH2:5][C:6]1([N:12]2[CH2:13][CH2:14][CH2:15][CH2:16][CH2:17]2)[CH2:7][CH2:8][CH2:9][CH2:10][CH2:11]1.[H-:18].[H-:21].[H-:22].[H-:23].[Li+:20].[O:25]1[CH2:26][CH2:27][CH2:28][CH2:29]1.[OH2:24]>>[CH2:1]([CH3:2])[NH:4][CH2:5][C:6]1([N:12]2[CH2:13][CH2:14][CH2:15][CH2:16][CH2:17]2)[CH2:7][CH2:8][CH2:9][CH2:10][CH2:11]1. The reactants are O=C1C=C(NC=C1OCC1=CC=CC=C1)C=CC(=O)O (3-[1,4-Dihydro-4-oxo-5-(phenylmethoxy)-2pyridinyl]-2-propenoic acid), ON1N=NC2=C1C=CC=C2 (N-hydroxybenzotriazole), N,N-dimethylaminopyridine, C1(CCCCC1)N=C=NC1CCCCC1 (dicyclohexylcarbodiimide), C(C)(C)(C)OC(=O)NN (N-(t-butoxycarbonyl)hydrazine). Solvent: CN(C=O)C (dimethylformamide). Reaction conditions: time 8 hour. The product is CC(C)(OC(=O)NNC(C=CC=1NC=C(C(C1)=O)OCC1=CC=CC=C1)=O)C (3-[1,4-Dihydro-4-oxo-5-(phenylmethoxy)-2-pyridinyl]-2-propenoic acid, 2-[(1,1-dimethyl-ethoxy)carbonyl]hydrazide). RXN SMILES: [O:1]=[C:2]1[C:7]([O:8][CH2:9][C:10]2[CH:15]=[CH:14][CH:13]=[CH:12][CH:11]=2)=[CH:6][NH:5][C:4]([CH:16]=[CH:17][C:18]([OH:20])=O)=[CH:3]1.ON1C2C=CC=CC=2N=N1.C1(N=C=NC2CCCCC2)CCCCC1.[C:46]([O:50][C:51]([NH:53][NH2:54])=[O:52])([CH3:49])([CH3:48])[CH3:47]>CN(C)C=O>[CH3:47][C:46]([CH3:49])([O:50][C:51]([NH:53][NH:54][C:18](=[O:20])[CH:17]=[CH:16][C:4]1[NH:5][CH:6]=[C:7]([O:8][CH2:9][C:10]2[CH:11]=[CH:12][CH:13]=[CH:14][CH:15]=2)[C:2](=[O:1])[CH:3]=1)=[O:52])[CH3:48]. Reported procedure: 3-[1,4-Dihydro-4-oxo-5-(phenylmethoxy)-2pyridinyl]-2-propenoic acid (1.36 g), 0.75 g of N-hydroxybenzotriazole, 0.01 g of N,N-dimethylaminopyridine and 1.06 g of dicyclohexylcarbodiimide were stirred in 20 ml of dimethylformamide at 0° C. for 20 minutes. 0.66 g of N-(t-butoxycarbonyl)hydrazine was added. After stirring overnight, the formed dicyclohexylurea was filtered off and the filtrate was washed with 10 ml of dimethylformamide. The filtrate was evaporated to dryness and the residue was sus... Reactants: ClC=1C=C2C(C(CSC2=CC1)C(=O)OC)=O (methyl 6-chloro-4-oxothiochroman-3-carboxylate), ClC1=CC=C(C=C1)NN (4-chlorophenylhydrazine), BrC1=CC=C(C=C1)NN (4-bromophenylhydrazine). Yields the product ClC=1C=CC2=C(C1)C=1NN(C(C1CS2)=O)C2=CC=C(C=C2)Cl (8-chloro-2-(4-chlorophenyl)-1,2,3,4-tetrahydro[1]benzothiopyrano[4,3-c]pyrazol-3-one), ClC=1C=CC2=C(C1)C=1NN(C(C1CS2)=O)C2=CC=C(C=C2)Br (8-chloro-2-(4-bromophenyl)-1,2,3,4-tetrahydro[1]benzothiopyrano[4,3-c]pyrazol-3-one). Reaction SMILES: [Cl:1][C:2]1[CH:3]=[C:4]2[C:9](=[CH:10][CH:11]=1)[S:8][CH2:7][CH:6]([C:12]([O:14]C)=[O:13])[C:5]2=O.[Cl:17][C:18]1[CH:23]=[CH:22][C:21]([NH:24][NH2:25])=[CH:20][CH:19]=1.[Br:26][C:27]1[CH:32]=[CH:31][C:30]([NH:33][NH2:34])=[CH:29][CH:28]=1>>[Cl:1][C:2]1[CH:11]=[CH:10][C:9]2[S:8][CH2:7][C:6]3[C:12](=[O:14])[N:24]([C:21]4[CH:22]=[CH:23][C:18]([Cl:17])=[CH:19][CH:20]=4)[NH:25][C:5]=3[C:4]=2[CH:3]=1.[Cl:1][C:2]1[CH:11]=[CH:10][C:9]2[S:8][CH2:7][C:6]3[C:12](=[O:13])[N:33]([C:30]4[CH:31]=[CH:32][C:27]([Br:26])=[CH:28][CH:29]=4)[NH:34][C:5]=3[C:4]=2[CH:3]=1. Reported procedure: By the same procedure methyl 6-chloro-4-oxothiochroman-3-carboxylate was reacted with 4-chlorophenylhydrazine and 4-bromophenylhydrazine to yield 8-chloro-2-(4-chlorophenyl)-1,2,3,4-tetrahydro[1]benzothiopyrano[4,3-c]pyrazol-3-one (m.p. 237°-240° C.) and 8-chloro-2-(4-bromophenyl)-1,2,3,4-tetrahydro[1]benzothiopyrano[4,3-c]pyrazol-3-one (m.p. 257°-260° C.), respectively. The reactants are O=C([O-])[O-], CN(C)C=O, CCOC(C)=O, Sc1ccc(Cl)cc1, OC(c1nccs1)c1cc(F)ccc1F, [K+], [K+], O=S(Cl)Cl. Product: Fc1ccc(F)c(C(Sc2ccc(Cl)cc2)c2nccs2)c1. RXN SMILES: [C:29](=[O:30])([O-:31])[O-:32].[CH3:16][N:17]([CH3:18])[CH:19]=[O:20].[CH3:39][CH2:40][O:41][C:42](=[O:43])[CH3:44].[Cl:21][c:22]1[cH:23][cH:24][c:25]([SH:28])[cH:26][cH:27]1.[F:1][c:2]1[c:3]([CH:9]([c:10]2[s:11][cH:12][cH:13][n:14]2)[OH:15])[cH:4][c:5]([F:8])[cH:6][cH:7]1.[K+:33].[K+:34].[S:35]([Cl:36])([Cl:37])=[O:38]>>[F:1][c:2]1[c:3]([CH:9]([c:10]2[s:11][cH:12][cH:13][n:14]2)[S:28][c:25]2[cH:24][cH:23][c:22]([Cl:21])[cH:27][cH:26]2)[cH:4][c:5]([F:8])[cH:6][cH:7]1.